From a dataset of the Open Reaction Database (ORD), a public repository of structured organic reaction records. describe an organic reaction: reactants, conditions, products, and yield The reactants are C1CCOC1, CC(C)OC(=O)N1CCC(Oc2ncnc(Nc3ccc(S(C)(=O)=O)cc3F)c2[N+](=O)[O-])CC1, O. Reaction SMILES: [CH2:35]1[O:36][CH2:37][CH2:38][CH2:39]1.[CH:1]([CH3:2])([CH3:3])[O:4][C:5](=[O:6])[N:7]1[CH2:8][CH2:9][CH:10]([O:13][c:14]2[n:15][cH:16][n:17][c:18]([NH:23][c:24]3[c:25]([F:34])[cH:26][c:27]([S:30](=[O:31])(=[O:32])[CH3:33])[cH:28][cH:29]3)[c:19]2[N+:20]([O-:21])=[O:22])[CH2:11][CH2:12]1.[OH2:40]>>[CH:1]([CH3:2])([CH3:3])[O:4][C:5](=[O:6])[N:7]1[CH2:8][CH2:9][CH:10]([O:13][c:14]2[n:15][cH:16][n:17][c:18]([NH:23][c:24]3[c:25]([F:34])[cH:26][c:27]([S:30](=[O:31])(=[O:32])[CH3:33])[cH:28][cH:29]3)[c:19]2[NH2:20])[CH2:11][CH2:12]1. The product is CC(C)OC(=O)N1CCC(Oc2ncnc(Nc3ccc(S(C)(=O)=O)cc3F)c2N)CC1. The reactants are C(C)S (ethyl mercaptan), [OH-].[Na+] (NaOH), BrCC(=O)OC(C)(C)C (tert-butyl bromoacetate). Run at time 30 minute. Product: C(C)SCC(=O)OC(C)(C)C (tert-butyl (ethylthio)acetate). Reaction SMILES: [CH2:1]([SH:3])[CH3:2].[OH-].[Na+].Br[CH2:7][C:8]([O:10][C:11]([CH3:14])([CH3:13])[CH3:12])=[O:9]>>[CH2:1]([S:3][CH2:7][C:8]([O:10][C:11]([CH3:14])([CH3:13])[CH3:12])=[O:9])[CH3:2] |f:1.2|. Reported procedure: Under ice cooling, 4.6 ml of ethyl mercaptan was added to 62 ml of 1N-NaOH aqueous solution followed by stirring for 30 minutes. Furthermore, 10.1 ml of tert-butyl bromoacetate was gradually added to the mixture under ice cooling and the resulting mixture was reacted at room temperature for 3 hours. After completion of the reaction, the reaction mixture was extracted 4 times with ethyl acetate and the extract was washed with saturated sodium chloride aqueous solution. After the ethyl acetate lay...